The task is: describe an organic reaction: reactants, conditions, products, and yield. This data is from the Open Reaction Database (ORD), a public repository of structured organic reaction records. Yields the product [N+](=O)([O-])C=1C=C2C(=CNC2=CC1)CC1C(OC(OC1=O)(C)C)=O (5-(5-Nitroindol-3-ylmethyl)-2,2-dimethyl-1,3-dioxane4,6-dione). The reactants are [N+](=O)([O-])C=1C=C2C=CNC2=CC1 (5-nitroindole), CC1(OC(=O)CC(=O)O1)C (Meldrum's acid), C=O (formaldehyde), N1[C@H](C(=O)O)CCC1 (proline). Isolated yield 81.1%. Reported procedure: An adaption of the procedure of Flaugh1 was used. Thus, a solution of 5-nitroindole (50.0 g, 0.31 mol), Meldrum's acid (46.0 g, 0.32 mol), 37% aqueous formaldehyde (26.0 mL, 0.32 mol) and proline (1.8 g, 0,016 mol) in 200 mL of acetonitrile was stirred at room temperature for 18 h. The resulting thick yellow slurry was filtered and the filtercake was washed with acetonitrile, then acetone and finally with ether. This material was dried in vacuo to give the title compound (80.0 g, 81%) as a brigh... RXN SMILES: [N+:1]([C:4]1[CH:5]=[C:6]2[C:10](=[CH:11][CH:12]=1)[NH:9][CH:8]=[CH:7]2)([O-:3])=[O:2].[CH3:13][C:14]1([CH3:22])[O:21][C:19](=[O:20])[CH2:18][C:16](=[O:17])[O:15]1.C=O.N1CCC[C@H:26]1C(O)=O>C(#N)C>[N+:1]([C:4]1[CH:5]=[C:6]2[C:10](=[CH:11][CH:12]=1)[NH:9][CH:8]=[C:7]2[CH2:26][CH:18]1[C:19](=[O:20])[O:21][C:14]([CH3:22])([CH3:13])[O:15][C:16]1=[O:17])([O-:3])=[O:2]. The solvent is C(C)#N (acetonitrile). Reactants: CCN, O=Cc1ccc2ccccc2n1. The product is CCNCc1ccc2ccccc2n1. Reaction SMILES: [CH3:1][CH2:2][NH2:3].[n:4]1[c:5]([CH:14]=[O:15])[cH:6][cH:7][c:8]2[cH:9][cH:10][cH:11][cH:12][c:13]12>>[CH3:1][CH2:2][NH:3][CH2:14][c:5]1[n:4][c:13]2[c:8]([cH:7][cH:6]1)[cH:9][cH:10][cH:11][cH:12]2. Starting materials: C(CCC)[Li] (butyllithium), CC1(CCSC2=CC(=CC=C12)C(CCCCC)=O)C (1-(4,4-dimethyl-thiochroman-7-yl)-hexan-1-one). The reagents and catalysts are [Br-].C[P+](C1=CC=CC=C1)(C1=CC=CC=C1)C1=CC=CC=C1 (methyl triphenylphosphonium bromide). Solvent: C1CCOC1 (THF), C1CCOC1 (THF). Reaction conditions: time 30 minute. Product: CC1(CCSC2=CC(=CC=C12)C(CCCCC)=C)C (4,4-dimethyl-7-(1-methylene-hexyl)-thiochroman). Reaction SMILES: [CH2:1]([Li])CCC.[CH3:6][C:7]1([CH3:24])[C:16]2[C:11](=[CH:12][C:13]([C:17](=O)[CH2:18][CH2:19][CH2:20][CH2:21][CH3:22])=[CH:14][CH:15]=2)[S:10][CH2:9][CH2:8]1>[Br-].C[P+](C1C=CC=CC=1)(C1C=CC=CC=1)C1C=CC=CC=1.C1COCC1>[CH3:6][C:7]1([CH3:24])[C:16]2[C:11](=[CH:12][C:13]([C:17](=[CH2:1])[CH2:18][CH2:19][CH2:20][CH2:21][CH3:22])=[CH:14][CH:15]=2)[S:10][CH2:9][CH2:8]1 |f:2.3|. Reported procedure: A suspension of methyl triphenylphosphonium bromide (2.293 g, 6.42 mmole) in 40 mL of THF at 0° C., was treated dropwise with 2.6 mL of 2.5M butyllithium. The mixture was stirred at room temperature for 30 minutes and then cooled to 0° C. A solution of 1-(4,4-dimethyl-thiochroman-7-yl)-hexan-1-one (1.183 g, 4.28 mmole) in 10 mL of THF was added to the ylide solution. The reaction mixture was stirred at room temperature for one hour, quenched by the addition of 50 mL water and was extracted with ... The reactants are ClC=1C=CC2=C(N=C(S2)S)C1 (5-chloro-2-mercaptobenzothiazole), hydrogenated sodium, Cl (hydrochloride), ClCCN1CCOCC1 (2-chloroethylmorpholine). Solvent: CN(C=O)C (N,N-dimethylformamide), C(Cl)(Cl)Cl (chloroform). Product: ClC=1C=CC2=C(N=C(S2)SCCN2CCOCC2)C1 (5-chloro-2-[(2-morpholinoethyl)thio]benzothiazole). Isolated yield 67.0%. RXN SMILES: [Cl:1][C:2]1[CH:3]=[CH:4][C:5]2[S:9][C:8]([SH:10])=[N:7][C:6]=2[CH:11]=1.Cl.Cl[CH2:14][CH2:15][N:16]1[CH2:21][CH2:20][O:19][CH2:18][CH2:17]1>CN(C)C=O.C(Cl)(Cl)Cl>[Cl:1][C:2]1[CH:3]=[CH:4][C:5]2[S:9][C:8]([S:10][CH2:14][CH2:15][N:16]3[CH2:21][CH2:20][O:19][CH2:18][CH2:17]3)=[N:7][C:6]=2[CH:11]=1. Procedure: Dissolved in 5 ml of N,N-dimethylformamide was 1.00 g (5.0 mmol) of 5-chloro-2-mercaptobenzothiazole, and 0.26 g (10.8 mmol) of hydrogenated sodium were added to the solution, which was stirred at room temperature. One hour later, 0.93 g (5.0 mmol) of a hydrochloride of 2-chloroethylmorpholine were added to the suspension, which was then stirred for 2 hours at 80° C. The solution was diluted with 100 ml of chloroform, followed by addition of 100 ml of a 5% saline solution and washing. After sepa...